From a dataset of the Open Reaction Database (ORD), a public repository of structured organic reaction records. describe an organic reaction: reactants, conditions, products, and yield Product: CC(C)N(C)CC=CC(=O)N1CCc2c(sc3ncc(C#N)c(Nc4ccc5c(cnn5Cc5cccc(F)c5)c4)c23)C1. Starting materials: CC(C)N(C)CC=CC(=O)O, Cl, N#Cc1cnc2sc3c(c2c1Nc1ccc2c(cnn2Cc2cccc(F)c2)c1)CCNC3. Reaction SMILES: [CH3:35][N:36]([CH2:37][CH:38]=[CH:39][C:40](=[O:41])[OH:42])[CH:43]([CH3:44])[CH3:45].[ClH:34].[F:1][c:2]1[cH:3][c:4]([CH2:5][n:6]2[n:7][cH:8][c:9]3[cH:10][c:11]([NH:15][c:16]4[c:17]5[c:18]([n:19][cH:20][c:21]4[C:22]#[N:23])[s:24][c:25]4[c:30]5[CH2:29][CH2:28][NH:27][CH2:26]4)[cH:12][cH:13][c:14]23)[cH:31][cH:32][cH:33]1>>[F:1][c:2]1[cH:3][c:4]([CH2:5][n:6]2[n:7][cH:8][c:9]3[cH:10][c:11]([NH:15][c:16]4[c:17]5[c:18]([n:19][cH:20][c:21]4[C:22]#[N:23])[s:24][c:25]4[c:30]5[CH2:29][CH2:28][N:27]([C:40]([CH:39]=[CH:38][CH2:37][N:36]([CH3:35])[CH:43]([CH3:44])[CH3:45])=[O:41])[CH2:26]4)[cH:12][cH:13][c:14]23)[cH:31][cH:32][cH:33]1. The reactants are BrC1=CC=C(C(=O)O)C=C1 (4-bromobenzoic acid), C(C1=CC=CC=C1)(=O)O (benzoic acid), C1(=CC=CC=C1)NC1=C(C=CC=C1)N (N-phenyl-1,2-phenylenediamine), S(=O)(Cl)Cl (thionyl chloride), resultant solution, resultant solution. Reagents/catalysts: CN(C=O)C (N,N-dimethylformamide). Run in O (water), ClCCCl (1,2-dichloroethane). Product: BrC1=CC=C(C(=O)NC2=C(C=CC=C2)NC2=CC=CC=C2)C=C1 (4-bromo-N-(2-phenylamino-phenyl)-benzamide). The yield is 94.4%. Reaction SMILES: [Br:1][C:2]1[CH:10]=[CH:9][C:5]([C:6]([OH:8])=O)=[CH:4][CH:3]=1.S(Cl)(Cl)=O.C(O)(=O)C1C=CC=CC=1.[C:24]1([NH:30][C:31]2[CH:36]=[CH:35][CH:34]=[CH:33][C:32]=2[NH2:37])[CH:29]=[CH:28][CH:27]=[CH:26][CH:25]=1>CN(C)C=O.O.ClCCCl>[Br:1][C:2]1[CH:3]=[CH:4][C:5]([C:6]([NH:37][C:32]2[CH:33]=[CH:34][CH:35]=[CH:36][C:31]=2[NH:30][C:24]2[CH:25]=[CH:26][CH:27]=[CH:28][CH:29]=2)=[O:8])=[CH:9][CH:10]=1. Procedure: Suspending 3.0 g (15 mmol) of 4-bromobenzoic acid into 30 milliliter of 1,2-dichloroethane, adding 2.7 g (23 mmol) of thionyl chloride and 3 drops of N,N-dimethylformamide, the resultant solution was stirred with heating at the temperature of about 50° C. for 1 hour and 30 minutes until benzoic acid as the material disappeared. After completion of the reaction, removing the solvent and excess thionyl chloride by distillation, dissolving the resultant acid chloride into 30 milliliter of N-methylp... Starting materials: OC1=CC=C(C=C1)C1=CC=C(C=C1)C(=O)OCC=C (allyl 4′-hydroxy-1,1′-biphenyl-4-carboxylate), BrCC1=CC=C(C(=C1C(=O)OC(C)(C)C)OC(=O)OC(C)(C)C)C(F)(F)F (tert-butyl 6-(bromomethyl)-2-[(tert-butoxycarbonyl)oxy]-3-(trifluoromethyl)benzoate). The product is C(C)(C)(C)OC(=O)C1=C(COC2=CC=C(C=C2)C2=CC=C(C=C2)C(=O)O)C=CC(=C1O)C(F)(F)F (4′-{[2-(tert-Butoxycarbonyl)-3-hydroxy-4-(trifluoromethyl)benzyl]oxy}-1,1′-biphenyl-4-carboxylic acid). The yield is 80.0%. Reaction SMILES: [OH:1][C:2]1[CH:7]=[CH:6][C:5]([C:8]2[CH:13]=[CH:12][C:11]([C:14]([O:16]CC=C)=[O:15])=[CH:10][CH:9]=2)=[CH:4][CH:3]=1.Br[CH2:21][C:22]1[C:27]([C:28]([O:30][C:31]([CH3:34])([CH3:33])[CH3:32])=[O:29])=[C:26]([O:35]C(OC(C)(C)C)=O)[C:25]([C:43]([F:46])([F:45])[F:44])=[CH:24][CH:23]=1>>[C:31]([O:30][C:28]([C:27]1[C:26]([OH:35])=[C:25]([C:43]([F:44])([F:45])[F:46])[CH:24]=[CH:23][C:22]=1[CH2:21][O:1][C:2]1[CH:3]=[CH:4][C:5]([C:8]2[CH:9]=[CH:10][C:11]([C:14]([OH:16])=[O:15])=[CH:12][CH:13]=2)=[CH:6][CH:7]=1)=[O:29])([CH3:34])([CH3:32])[CH3:33]. Procedure details: According to a method similar to Example (40-2), Example (33-5) and Example (13-5), using allyl 4′-hydroxy-1,1′-biphenyl-4-carboxylate (190 mg, 0.75 mmol) obtained in Example (43-1) and tert-butyl 6-(bromomethyl)-2-[(tert-butoxycarbonyl)oxy]-3-(trifluoromethyl)benzoate (400 mg, 0.88 mmol) obtained in Example (28-5), the title compound was obtained as a colorless powder (293 mg, three-step total yield: 80%).